From a dataset of the Open Reaction Database (ORD), a public repository of structured organic reaction records. describe an organic reaction: reactants, conditions, products, and yield Product: FC1=CC(=C(C=C1)NC=1C2=C(N=CN1)SC(=C2C)C(=O)N)O[C@@H]2CC[C@H](CC2)NC (4-(4-Fluoro-2-(trans-4-(methylamino)cyclohexyloxy)phenylamino)-5-methylthieno[2,3-d]pyrimidine-6-carboxamide). RXN SMILES: C(O[C:6](=O)[N:7]([C@H:9]1[CH2:14][CH2:13][C@H:12]([O:15][C:16]2[CH:21]=[C:20]([F:22])[CH:19]=[CH:18][C:17]=2[NH:23][C:24]2[C:25]3[C:32]([CH3:33])=[C:31]([C:34](=[O:36])[NH2:35])[S:30][C:26]=3[N:27]=[CH:28][N:29]=2)[CH2:11][CH2:10]1)C)(C)(C)C>Cl.O1CCOCC1.CO>[F:22][C:20]1[CH:19]=[CH:18][C:17]([NH:23][C:24]2[C:25]3[C:32]([CH3:33])=[C:31]([C:34]([NH2:35])=[O:36])[S:30][C:26]=3[N:27]=[CH:28][N:29]=2)=[C:16]([O:15][C@H:12]2[CH2:13][CH2:14][C@H:9]([NH:7][CH3:6])[CH2:10][CH2:11]2)[CH:21]=1 |f:1.2|. Run in Cl.O1CCOCC1 (HCl dioxane), CO (MeOH). Run at time 1.5 hour. Procedure: A mixture of 0.684 g tert-butyl-trans-4-(−2-(6-carbamoyl-5-methylthieno[2,3-d]pyrimidin-4-ylamino)-5-fluorophenoxy)cyclohexyl(methyl)carbamate in 5 ml 4 M HCl/dioxane and 5 ml MeOH was stirred at rt for 1.5 h. The reaction mixture was concentrated in vacuo. The crude was purified by chromatography to give the desired product. The reactants are C(C)(C)(C)OC(N(C)[C@@H]1CC[C@H](CC1)OC1=C(C=CC(=C1)F)NC=1C2=C(N=CN1)SC(=C2C)C(N)=O)=O (tert-butyl-trans-4-(−2-(6-carbamoyl-5-methylthieno[2,3-d]pyrimidin-4-ylamino)-5-fluorophenoxy)cyclohexyl(methyl)carbamate). The reactants are NC(=S)N (Thiourea), C([O-])(O)=O.[Na+] (sodium bicarbonate), O (water), BrCC(=O)CC(=O)NC1[C@@H]2N(C(=CCS2)C(=O)OCC2=CC=C(C=C2)[N+](=O)[O-])C1=O (4-nitrobenzyl 7-[2-(2-bromoacetyl)acetamido]-3-cephem-4-carboxylate). The solvent is O1CCCC1 (tetrahydrofuran). Yields the product NC=1SC=C(N1)CC(=O)NC1[C@@H]2N(C(=CCS2)C(=O)OCC2=CC=C(C=C2)[N+](=O)[O-])C1=O (4-nitrobenzyl 7-[2-(2-amino-4-thiazolyl)acetamido]-3-cephem-4-carboxylate). Isolated yield 25.6%. RXN SMILES: [NH2:1][C:2]([NH2:4])=[S:3].C(=O)(O)[O-].[Na+].O.Br[CH2:12][C:13]([CH2:15][C:16]([NH:18][CH:19]1[C:39](=[O:40])[N:21]2[C:22]([C:26]([O:28][CH2:29][C:30]3[CH:35]=[CH:34][C:33]([N+:36]([O-:38])=[O:37])=[CH:32][CH:31]=3)=[O:27])=[CH:23][CH2:24][S:25][C@H:20]12)=[O:17])=O>O1CCCC1>[NH2:1][C:2]1[S:3][CH:12]=[C:13]([CH2:15][C:16]([NH:18][CH:19]2[C:39](=[O:40])[N:21]3[C:22]([C:26]([O:28][CH2:29][C:30]4[CH:35]=[CH:34][C:33]([N+:36]([O-:38])=[O:37])=[CH:32][CH:31]=4)=[O:27])=[CH:23][CH2:24][S:25][C@H:20]23)=[O:17])[N:4]=1 |f:1.2|. Procedure details: Thiourea (1.13 g), sodium bicarbonate (1.24 g) and water (20 ml) were added to a solution of 4-nitrobenzyl 7-[2-(2-bromoacetyl)acetamido]-3-cephem-4-carboxylate (6.15 g) in tetrahydrofuran (60 ml), and stirred at room temperature for an hour. After concentrating the resultant solution under reduced pressure, the residue was extracted with ethyl acetate. The extract was washed with water, dried over magnesium sulfate and concentrated under reduced pressure. The oily residue was subjected to colum... The reactants are C(CCC)C1=CC(=NC(=N1)Cl)Cl (6-Butyl-2,4-dichloropyrimidine), Cl.C(C)OCCCNC([C@@H](N)CC(C)C)=O (L-leucine-3-ethoxypropylamide hydrochloride), solution, C(C)(C)N(C(C)C)CC (N,N-diisopropylethylamine). Run in C(C)(=O)OCC (ethyl acetate), CS(=O)C (DMSO), CS(=O)C (methyl sulfoxide). Yields the product C(C)OCCCNC(C(CC(C)C)NC1=NC(=NC(=C1)CCCC)Cl)=O (2-(6-butyl-2-chloropyrimidin-4-ylamino)-4-methypentanoic acid (3-ethoxypropyl)amide). As a reaction SMILES: [CH2:1]([C:5]1[N:10]=[C:9]([Cl:11])[N:8]=[C:7](Cl)[CH:6]=1)[CH2:2][CH2:3][CH3:4].Cl.[CH2:14]([O:16][CH2:17][CH2:18][CH2:19][NH:20][C:21](=[O:28])[C@H:22]([CH2:24][CH:25]([CH3:27])[CH3:26])[NH2:23])[CH3:15].C(N(CC)C(C)C)(C)C>CS(C)=O.C(OCC)(=O)C>[CH2:14]([O:16][CH2:17][CH2:18][CH2:19][NH:20][C:21](=[O:28])[CH:22]([NH:23][C:7]1[CH:6]=[C:5]([CH2:1][CH2:2][CH2:3][CH3:4])[N:10]=[C:9]([Cl:11])[N:8]=1)[CH2:24][CH:25]([CH3:26])[CH3:27])[CH3:15] |f:1.2|. Procedure details: 6-Butyl-2,4-dichloropyrimidine (1.0 g), L-leucine-3-ethoxypropylamide hydrochloride (17 mL of a 0.32 M solution in DMSO), and N,N-diisopropylethylamine (3.0 mL) were stirred for 24 h in 20 mL methyl sulfoxide at 60 C. The solution was cooled to room temperature and diluted with ethyl acetate (100 mL), then washed 4 times with 100 mL aliquots of a saturated aqueous solution of sodium chloride. Silica gel chromatography (gradient: 20–40–50–100% ethyl acetate in hexanes) followed by semi-preparativ... The reactants are COc1cc2ccnc(-c3ccccc3Sc3nc4ccccc4[nH]3)c2cc1OC, O=C(OO)c1cccc(Cl)c1, [Na+], O=C([O-])O. Product: COc1cc2ccnc(-c3ccccc3S(=O)c3nc4ccccc4[nH]3)c2cc1OC. RXN SMILES: [CH3:1][O:2][c:3]1[cH:4][c:5]2[cH:6][cH:7][n:8][c:9](-[c:15]3[c:16]([S:21][c:22]4[n:23][c:24]5[c:25]([nH:26]4)[cH:27][cH:28][cH:29][cH:30]5)[cH:17][cH:18][cH:19][cH:20]3)[c:10]2[cH:11][c:12]1[O:13][CH3:14].[Cl:31][c:32]1[cH:33][cH:34][cH:35][c:36]([C:37]([O:38][OH:40])=[O:39])[cH:41]1.[Na+:46].[O-:42][C:43]([OH:44])=[O:45]>>[CH3:1][O:2][c:3]1[cH:4][c:5]2[cH:6][cH:7][n:8][c:9](-[c:15]3[c:16]([S:21]([c:22]4[nH:23][c:24]5[c:25]([n:26]4)[cH:27][cH:28][cH:29][cH:30]5)=[O:39])[cH:17][cH:18][cH:19][cH:20]3)[c:10]2[cH:11][c:12]1[O:13][CH3:14].